Task: describe an organic reaction: reactants, conditions, products, and yield. Dataset: the Open Reaction Database (ORD), a public repository of structured organic reaction records Reactants: CC1=CC[C@@H](CC1)C(=C)C.N(=O)Cl (limonene nitrosochloride), CN(C=O)C (dimethylformamide), Formula VI, terpene, CC1=CC[C@@H](CC1)C(=C)C (D-limonene), CC1=CC[C@@H](CC1)C(=C)C.N(=O)Cl (limonene nitrosochloride), Cl (HCl), CC1=CC[C@@H](CC1)C(=C)C (D-limonene), CC1=CC[C@@H](CC1)C(=C)C (D-limonene). Product: CC1=CC[C@H](CC1=O)C(=C)C (L-carvone). Reaction SMILES: [CH3:1][C:2]1[CH2:7][CH2:6][C@@H:5]([C:8]([CH3:10])=[CH2:9])[CH2:4][CH:3]=1.Cl.CC1CC[C@@H](C(C)=C)CC=1.N(Cl)=[O:23].CN(C)C=O>C(O)(C)C.N([O-])=O.[Na+]>[CH3:1][C:2]1[C:7](=[O:23])[CH2:6][C@H:5]([C:8]([CH3:10])=[CH2:9])[CH2:4][CH:3]=1 |f:2.3,6.7|. Reported procedure: Synthesis of the exemplary Formula VI terpene compound L-Carvone (2-cyclohexen-1-one, 2-methyl-5-(1-methylethenyl)-(R); Millenium Chemicals) from D-limonene is described in Ikan, Natural Products—A Laboratory Guide pp. 151-155 (Academic Press, 1969), incorporated herein by reference. Briefly, a solution of D-limonene in isopropanol is cooled to below 10° C. Solutions of HCl in isopropanol and concentrated aqueous sodium nitrite are added dropwise to the D-limonene solution to generate limonene n... The solvent is C(C)(C)O (isopropanol), C(C)(C)O (isopropanol), N(=O)[O-].[Na+] (sodium nitrite), C(C)(C)O (isopropanol). Starting materials: [OH-].[Na+] (sodium hydroxide), FC=1C=C2C(C(NC2=CC1)=O)=O (5-fluoro-2,3-indolinedione), C(C)(=O)OCC(=O)C1=C(C=CC=C1)C1=CC=CC=C1 (acetoxyacetylbiphenyl), C(C)O (ethanol). Solvent: O (water), O (water). Yields the product FC=1C=C2C(=C(C(=NC2=CC1)C1=CC=C(C=C1)C1=CC=CC=C1)O)C(=O)O (6-Fluoro-3-hydroxy-2-[1,1'-biphenyl]-4-yl-4-quinolinecarboxylic acid). Reaction SMILES: [F:1][C:2]1[CH:3]=[C:4]2[C:8](=[CH:9][CH:10]=1)[NH:7][C:6](=O)[C:5]2=[O:12].[OH-:13].[Na+].C(OCC([C:22]1[CH:27]=[CH:26][CH:25]=[CH:24][C:23]=1[C:28]1[CH:33]=[CH:32][CH:31]=[CH:30][CH:29]=1)=O)(=O)C.[CH2:34]([OH:36])[CH3:35]>O>[F:1][C:2]1[CH:3]=[C:4]2[C:8](=[CH:9][CH:10]=1)[N:7]=[C:6]([C:31]1[CH:32]=[CH:33][C:28]([C:23]3[CH:24]=[CH:25][CH:26]=[CH:27][CH:22]=3)=[CH:29][CH:30]=1)[C:5]([OH:12])=[C:35]2[C:34]([OH:13])=[O:36] |f:1.2|. Procedure: A suspension of 6.6 g of 5-fluoro-2,3-indolinedione in 48 ml of water was treated with a sufficient amount of a solution of 6.62 g of sodium hydroxide in 22 ml of water to provide solution. A warm solution of 10.17 g of acetoxyacetylbiphenyl in 80 ml of ethanol was added, followed by the balance of the alkali solution. The mixture was refluxed for 3 hours. During the last 1/2 hour 10 ml of ethanol was distilled off. A 103 ml portion of water was added, the mixture was stirred, cooled and filtere... The reactants are C(C)(=O)O.C(=N)N (formamidine acetate), Na, ClC=1C=C(C=CC1)C(C(=O)OCC)C(=O)OCC (diethyl (m-chlorophenyl)malonate). The solvent is CO (methanol). Run at time 2.5 hour. Yields the product ClC=1C=C(C=CC1)C1C(N=CNC1=O)=O (5-(m-chlorophenyl)-4,6(1H,5H)-pyrimidinedione). As a reaction SMILES: C(O)(=O)C.[CH:5]([NH2:7])=[NH:6].[Cl:8][C:9]1[CH:10]=[C:11]([CH:15]([C:21](OCC)=[O:22])[C:16](OCC)=[O:17])[CH:12]=[CH:13][CH:14]=1>CO>[Cl:8][C:9]1[CH:10]=[C:11]([CH:15]2[C:16](=[O:17])[NH:7][CH:5]=[N:6][C:21]2=[O:22])[CH:12]=[CH:13][CH:14]=1 |f:0.1|. Procedure: 5.97 g of formamidine acetate were added to a solution of 3.96 g of Na and 100 ml of absolute methanol. After cooling, the solution to 10° C. 15.51 g of diethyl (m-chlorophenyl)malonate were added in portions. After 2.5 hours, the solvent was evaporated under reduced pressure. The residue was dissolved in water and the solution was adjusted to pH 5.0 with glacial acetic acid. The resulting precipitate was removed by filtration under suction, washed with water, ethanol and ether and dried at 70° ... Reactants: ice, [Cl-].[NH4+] (ammonium chloride), CC(=CCSC=1C(=C(C(=O)OC)C=CC1)C)C (methyl 3-(3-methyl-2-butenylthio)-2-methylbenzoate). Reagents/catalysts: [Ti](Cl)(Cl)(Cl)Cl (titanium tetrachloride). The solvent is C(Cl)Cl (methylene chloride), C(Cl)Cl (methylene chloride). Conditions: temperature 0 celsius, time 3 hour. Yields the product CC1(CCSC2=C(C(=CC=C12)C(=O)OC)C)C (Methyl 4,4,8-trimethylthiochroman-7-carboxylate). RXN SMILES: [CH3:1][C:2]([CH3:17])=[CH:3][CH2:4][S:5][C:6]1[C:7]([CH3:16])=[C:8]([CH:13]=[CH:14][CH:15]=1)[C:9]([O:11][CH3:12])=[O:10].[Cl-].[NH4+]>C(Cl)Cl.[Ti](Cl)(Cl)(Cl)Cl>[CH3:1][C:2]1([CH3:17])[C:15]2[C:6](=[C:7]([CH3:16])[C:8]([C:9]([O:11][CH3:12])=[O:10])=[CH:13][CH:14]=2)[S:5][CH2:4][CH2:3]1 |f:1.2|. Procedure details: 67.9 g (0.27 mol) of methyl 3-(3-methyl-2-butenylthio)-2-methylbenzoate were dissolved in 600 ml of methylene chloride and, at −5 to 0° C., 206.4 g (1.09 mol) of titanium tetrachloride in 600 ml of methylene chloride were added dropwise, and the mixture was stirred at 0° C. for three hours. The mixture was subsequently stirred into 1.5 kg of ice and 500 ml of saturated ammonium chloride solution, the organic phase was separated off and dried and the solvent was removed. This gave 62.9 g of an or... Starting materials: [Cl-].[Li+] (lithium chloride), C(C1=CC=CC=C1)[C@@H]1N(C(OC1)=O)C(C[C@H](C1=NOC=C1)C1=CC=C(OCC=2C=C(C=CC2)B(O)O)C=C1)=O (3-((4-((S)-3-((S)-4-Benzyl-2-oxooxazolidin-3-yl)-1-(isoxazol-3-yl)-3-oxopropyl)phenoxy)methyl)phenylboronic acid), FC(S(=O)(=O)OC1=CCN(CC1)C(=O)OC(C)(C)C)(F)F (tert-Butyl 4-(trifluoromethylsulfonyloxy)-5,6-dihydropyridine-1(2H)-carboxylate), C([O-])([O-])=O.[Na+].[Na+] (sodium carbonate). The reagents and catalysts are C1=CC=C(C=C1)P([C-]2C=CC=C2)C3=CC=CC=C3.C1=CC=C(C=C1)P([C-]2C=CC=C2)C3=CC=CC=C3.Cl[Pd]Cl.[Fe+2] (Pd(dppf)Cl2). Solvent: O (water). Conditions: temperature 85 celsius, time 1.5 hour. Product: C(C1=CC=CC=C1)[C@@H]1N(C(OC1)=O)C(C[C@H](C1=NOC=C1)C1=CC=C(OCC=2C=C(C=CC2)C2=CCN(CC2)C(=O)OC(C)(C)C)C=C1)=O (tert-Butyl 4-(3-((4-((S)-3-((S)-4-benzyl-2-oxooxazolidin-3-yl)-1-(isoxazol-3-yl)-3-oxopropyl)phenoxy)methyl)phenyl)-5,6-dihydropyridine-1(2H)-carboxylate). Isolated yield 7.8%. As a reaction SMILES: [CH2:1]([C@H:8]1[CH2:12][O:11][C:10](=[O:13])[N:9]1[C:14](=[O:39])[CH2:15][C@@H:16]([C:22]1[CH:38]=[CH:37][C:25]([O:26][CH2:27][C:28]2[CH:29]=[C:30](B(O)O)[CH:31]=[CH:32][CH:33]=2)=[CH:24][CH:23]=1)[C:17]1[CH:21]=[CH:20][O:19][N:18]=1)[C:2]1[CH:7]=[CH:6][CH:5]=[CH:4][CH:3]=1.FC(F)(F)S(O[C:46]1[CH2:51][CH2:50][N:49]([C:52]([O:54][C:55]([CH3:58])([CH3:57])[CH3:56])=[O:53])[CH2:48][CH:47]=1)(=O)=O.C(=O)([O-])[O-].[Na+].[Na+].[Cl-].[Li+]>O.C1C=CC(P(C2C=CC=CC=2)[C-]2C=CC=C2)=CC=1.C1C=CC(P(C2C=CC=CC=2)[C-]2C=CC=C2)=CC=1.Cl[Pd]Cl.[Fe+2]>[CH2:1]([C@H:8]1[CH2:12][O:11][C:10](=[O:13])[N:9]1[C:14](=[O:39])[CH2:15][C@@H:16]([C:22]1[CH:38]=[CH:37][C:25]([O:26][CH2:27][C:28]2[CH:29]=[C:30]([C:46]3[CH2:51][CH2:50][N:49]([C:52]([O:54][C:55]([CH3:58])([CH3:57])[CH3:56])=[O:53])[CH2:48][CH:47]=3)[CH:31]=[CH:32][CH:33]=2)=[CH:24][CH:23]=1)[C:17]1[CH:21]=[CH:20][O:19][N:18]=1)[C:2]1[CH:7]=[CH:6][CH:5]=[CH:4][CH:3]=1 |f:2.3.4,5.6,8.9.10.11|. Reported procedure: To a sealed tube flushed with nitrogen and including DMF (0.5 mL), were added boronic acid 34.1 (90.0 mg, 0.171 mmol), triflate 34.3 (56.6 mg, 0.171 mmol), a 1 M sodium carbonate solution (0.48 mL, 0.480 mmol), lithium chloride (21.7 mg, 0.513 mmol), and Pd(dppf)Cl2 (13.9 mg, 0.0170 mmol). The reaction was heated and stirred at 85° C. for 1.5 hours. The reaction was then cooled and diluted with water. The mixture was extracted with EtOAc (2×50 mL). The organic layers were combined and washed wit... The reactants are ( 18 ), ( 20 ), C(CCCCCCCCC)(=O)O (decanoic acid), N1CCCCC1 (piperidine), N1[C@@H](CCC1=O)C(=O)O (pyroglutamic acid), C(=O)(OCC1C2=CC=CC=C2C2=CC=CC=C12)ON([C@H](CCC(O)=O)C(=O)O)CC1=CC=CC=C1 (Fmoc-OBzl-D-Glu). Conditions: time 12.5 minute. The product is C=C[C@H]1CN2CC[C@H]1C[C@H]2[C@@H](C3=CC=NC4=CC=CC=C34)O ((-)-cinchonidine), OC(CC(=O)O)CCCCCCC ((±)-3-hydroxydecanoic acid). As a reaction SMILES: [C:1]([OH:12])(=[O:11])[CH2:2][CH2:3][CH2:4][CH2:5][CH2:6][CH2:7][CH2:8][CH2:9][CH3:10].N1CCC[CH2:15][CH2:14]1.C(O[N:37]([CH2:47][C:48]1[CH:53]=[CH:52][CH:51]=[CH:50][CH:49]=1)[C@@H:38]([C:44](O)=O)CCC(=O)O)(OCC1C2C(=CC=CC=2)C2C1=CC=CC=2)=[O:20].[NH:54]1[C:58](=[O:59])[CH2:57][CH2:56][C@H:55]1[C:60](O)=O>>[CH2:52]=[CH:53][C@@H:48]1[C@@H:49]2[CH2:44][C@@H:38]([C@H:58]([OH:59])[C:57]3[C:56]4[C:55](=[CH:60][CH:1]=[CH:2][CH:3]=4)[N:54]=[CH:15][CH:14]=3)[N:37]([CH2:51][CH2:50]2)[CH2:47]1.[OH:20][CH:3]([CH2:4][CH2:5][CH2:6][CH2:7][CH2:8][CH2:9][CH3:10])[CH2:2][C:1]([OH:12])=[O:11]. Reported procedure: Synthesis of analogs (18), (20) and (21) proceeded by a shortened piperidine deblock of Fmoc-OBzl-D-Glu (Schiffler, R. J., et al., Amer. Med. Assoc. 251:2983 (1984)). The reduction of deblock from 20 to 5 minutes was necessary to prevent the cyclization (Hubert, A. J., et al., Helv. Chim. Acta 46:1429-1445 (1963)) of OBzl-D-Glu to pyroglutamic acid. The orthoganol Boc/Fmoc protection scheme allowed the selective removal of the base labile Fmoc group, while maintaining the base insensitive Boc pr...